Dataset: the Open Reaction Database (ORD), a public repository of structured organic reaction records. Task: describe an organic reaction: reactants, conditions, products, and yield Reactants: CC#N, O=P(Cl)(Cl)Cl, O=c1[nH]c2ccccc2c2cnccc12. Yields the product Clc1nc2ccccc2c2cnccc12. As a reaction SMILES: [CH3:21][C:22]#[N:23].[P:16]([Cl:17])([Cl:18])([Cl:19])=[O:20].[cH:1]1[c:2]2[c:3]3[c:4]([nH:5][c:6](=[O:11])[c:7]2[cH:8][cH:9][n:10]1)[cH:12][cH:13][cH:14][cH:15]3>>[cH:1]1[c:2]2[c:3]3[c:4]([n:5][c:6]([Cl:18])[c:7]2[cH:8][cH:9][n:10]1)[cH:12][cH:13][cH:14][cH:15]3. Procedure: A 100 mL EtOH solution of 1.0 g (2.1 mmol) 8-(3-nitrobenzyl)-4-(cyclohexylamino)-1-(3-fluorophenyl)-1,3,8-triazaspiro[4.5]dec-3-en-2-one (example 104) and 0.57 g (2.5 mmol) SnCl2 dihydrate was heated to reflux and allowed to stir overnight. HPLC/MS showed complete conversion so the reaction mixture was filtered through celite washed with EtOH then the filtrate was concentrated. The remaining oil was partitioned between 3N NaOH and EtOAc. A thick white precipitate formed in the aqueous layer. The... Product: NC=1C=C(CN2CCC3(C(=NC(N3C3=CC(=CC=C3)F)=O)NC3CCCCC3)CC2)C=CC1 (8-(3-aminobenzyl)-4-(cyclohexylamino)-1-(3-fluorophenyl)-1,3,8-triazaspiro[4.5]dec-3-en-2-one). Run at time 8 hour. As a reaction SMILES: [N+:1]([C:4]1[CH:5]=[C:6]([CH:33]=[CH:34][CH:35]=1)[CH2:7][N:8]1[CH2:32][CH2:31][C:11]2([N:15]([C:16]3[CH:21]=[CH:20][CH:19]=[C:18]([F:22])[CH:17]=3)[C:14](=[O:23])[N:13]=[C:12]2[NH:24][CH:25]2[CH2:30][CH2:29][CH2:28][CH2:27][CH2:26]2)[CH2:10][CH2:9]1)([O-])=O>CCO>[NH2:1][C:4]1[CH:5]=[C:6]([CH:33]=[CH:34][CH:35]=1)[CH2:7][N:8]1[CH2:32][CH2:31][C:11]2([N:15]([C:16]3[CH:21]=[CH:20][CH:19]=[C:18]([F:22])[CH:17]=3)[C:14](=[O:23])[N:13]=[C:12]2[NH:24][CH:25]2[CH2:26][CH2:27][CH2:28][CH2:29][CH2:30]2)[CH2:10][CH2:9]1. Run in CCO (EtOH). The reactants are [N+](=O)([O-])C=1C=C(CN2CCC3(C(=NC(N3C3=CC(=CC=C3)F)=O)NC3CCCCC3)CC2)C=CC1 (8-(3-nitrobenzyl)-4-(cyclohexylamino)-1-(3-fluorophenyl)-1,3,8-triazaspiro[4.5]dec-3-en-2-one), SnCl2 dihydrate. Starting materials: COc1cc(C(F)(F)F)cc(C(F)(F)F)c1C(=O)NC1CCCCC1N, O=C1CCCCC1. Yields the product COc1cc(C(F)(F)F)cc(C(F)(F)F)c1C(=O)NC1CCCCC1NC1CCCCC1. As a reaction SMILES: [NH2:1][CH:2]1[CH:3]([NH:8][C:9]([c:10]2[c:11]([O:24][CH3:25])[cH:12][c:13]([C:20]([F:21])([F:22])[F:23])[cH:14][c:15]2[C:16]([F:17])([F:18])[F:19])=[O:26])[CH2:4][CH2:5][CH2:6][CH2:7]1.[O:27]=[C:28]1[CH2:29][CH2:30][CH2:31][CH2:32][CH2:33]1>>[NH:1]([CH:2]1[CH:3]([NH:8][C:9]([c:10]2[c:11]([O:24][CH3:25])[cH:12][c:13]([C:20]([F:21])([F:22])[F:23])[cH:14][c:15]2[C:16]([F:17])([F:18])[F:19])=[O:26])[CH2:4][CH2:5][CH2:6][CH2:7]1)[CH:28]1[CH2:29][CH2:30][CH2:31][CH2:32][CH2:33]1. The reactants are [Cl-].[NH4+] (ammonium chloride), [H-].[Na+] (Sodium hydride), C1(CCCC1)O (cyclopentanol), ClC1=C(C=CC(=N1)C(=O)OC1CCCC1)OC (Cyclopentyl 6-chloro-5-methoxypyridine-2-carboxylate). Solvent: O1CCCC1 (tetrahydrofuran). Conditions: time 1.5 hour. The product is C1(CCCC1)OC1=C(C=CC(=N1)C(=O)OC1CCCC1)OC (cyclopentyl 6-cyclopentyloxy-5-methoxypyridine-2-carboxylate). Reaction SMILES: [H-].[Na+].[CH:3]1([OH:8])[CH2:7][CH2:6][CH2:5][CH2:4]1.Cl[C:10]1[N:15]=[C:14]([C:16]([O:18][CH:19]2[CH2:23][CH2:22][CH2:21][CH2:20]2)=[O:17])[CH:13]=[CH:12][C:11]=1[O:24][CH3:25].[Cl-].[NH4+]>O1CCCC1>[CH:3]1([O:8][C:10]2[N:15]=[C:14]([C:16]([O:18][CH:19]3[CH2:23][CH2:22][CH2:21][CH2:20]3)=[O:17])[CH:13]=[CH:12][C:11]=2[O:24][CH3:25])[CH2:7][CH2:6][CH2:5][CH2:4]1 |f:0.1,4.5|. Reported procedure: Sodium hydride (887 mg of a 60% dispersion in oil) is added to a solution of cyclopentanol (3.35 mL) in dry tetrahydrofuran (127 mL) and the mixture stirred for 1.5 hours. Cyclopentyl 6-chloro-5-methoxypyridine-2-carboxylate (6.3 g) is added and the mixture is stirred at room temperature for 21 hours. The mixture is poured into saturated aqueous ammonium chloride (500 mL) and the resulting mixture extracted with ethyl acetate (2×500 mL). The combined extracts are washed with saturated aqueous so... The reactants are ClC1=C(C=CC=C1)C(C(=O)N)N1CC2=C(CC1)SC=C2 ((±)-(2-chlorophenyl)-(6,7-dihydro-4H-thieno[3,2-c]pyrid-5-yl)acetamide), CS(=O)(=O)O (methane sulfonic acid), CO (methanol). Reaction conditions: temperature 85 celsius. Yields the product ClC1=C(C=CC=C1)C(C(=O)OC)N1CC2=C(CC1)SC=C2 ((±)-Methyl (2-chlorophenyl)-(6,7-dihydro-4H-thieno[3,2-c]pyrid-5-yl)acetate). Reaction SMILES: [Cl:1][C:2]1[CH:7]=[CH:6][CH:5]=[CH:4][C:3]=1[CH:8]([N:12]1[CH2:17][CH2:16][C:15]2[S:18][CH:19]=[CH:20][C:14]=2[CH2:13]1)[C:9](N)=[O:10].CS(O)(=O)=O.[CH3:26][OH:27]>>[Cl:1][C:2]1[CH:7]=[CH:6][CH:5]=[CH:4][C:3]=1[CH:8]([N:12]1[CH2:17][CH2:16][C:15]2[S:18][CH:19]=[CH:20][C:14]=2[CH2:13]1)[C:9]([O:27][CH3:26])=[O:10]. Procedure: 2 g (0.00652 mol) (±)-(2-chlorophenyl)-(6,7-dihydro-4H-thieno[3,2-c]pyrid-5-yl)acetamide and 2 mL (0.0308 mol) methane sulfonic acid and 20 mL methanol were mixed and the solution was refluxed at 85° C. for 12 hrs. The excess of solvent was removed under reduced pressure. The pH was adjusted to about 9 with aq. solution of sodium bicarbonate at 0° C., and the product was extracted with 70 mL ethyl acetate. The combined organic extracts were dried over anhy. Na2SO4 and concentrated. The residue o... Starting materials: ClCCl, [Na+], [OH-], c1ccc(-c2c3c(nn2-c2ccccc2)CCNCC3)cc1. The product is CN1CCc2nn(-c3ccccc3)c(-c3ccccc3)c2CC1. As a reaction SMILES: [Cl:23][CH2:24][Cl:25].[Na+:27].[OH-:26].[c:1]1(-[n:7]2[n:8][c:9]3[c:15]([c:16]2-[c:17]2[cH:18][cH:19][cH:20][cH:21][cH:22]2)[CH2:14][CH2:13][NH:12][CH2:11][CH2:10]3)[cH:2][cH:3][cH:4][cH:5][cH:6]1>>[c:1]1(-[n:7]2[n:8][c:9]3[c:15]([c:16]2-[c:17]2[cH:18][cH:19][cH:20][cH:21][cH:22]2)[CH2:14][CH2:13][N:12]([CH3:24])[CH2:11][CH2:10]3)[cH:2][cH:3][cH:4][cH:5][cH:6]1. Reactants: CN(C)c1ccncc1, CCOC(C)=O, O=C(Cl)OCc1ccc([N+](=O)[O-])cc1, ClCCl, COC(=O)C(=C(C)C)N1C(=O)C(C(C)O)C1SC. The product is COC(=O)C(=C(C)C)N1C(=O)C(C(C)OC(=O)OCc2ccc([N+](=O)[O-])cc2)C1SC. As a reaction SMILES: [CH3:33][N:34]([CH3:35])[c:36]1[cH:37][cH:38][n:39][cH:40][cH:41]1.[CH3:45][CH2:46][O:47][C:48](=[O:49])[CH3:50].[Cl:19][C:20](=[O:21])[O:22][CH2:23][c:24]1[cH:25][cH:26][c:27]([N+:30](=[O:31])[O-:32])[cH:28][cH:29]1.[Cl:42][CH2:43][Cl:44].[OH:1][CH:2]([CH3:3])[CH:4]1[C:5](=[O:18])[N:6]([C:10]([C:11](=[O:12])[O:13][CH3:14])=[C:15]([CH3:16])[CH3:17])[CH:7]1[S:8][CH3:9]>>[O:1]([CH:2]([CH3:3])[CH:4]1[C:5](=[O:18])[N:6]([C:10]([C:11](=[O:12])[O:13][CH3:14])=[C:15]([CH3:16])[CH3:17])[CH:7]1[S:8][CH3:9])[C:20](=[O:21])[O:22][CH2:23][c:24]1[cH:25][cH:26][c:27]([N+:30](=[O:31])[O-:32])[cH:28][cH:29]1.